This data is from the Open Reaction Database (ORD), a public repository of structured organic reaction records. The task is: describe an organic reaction: reactants, conditions, products, and yield The reactants are [H-].C(C(C)C)[Al+]CC(C)C (diisobutylaluminium hydride), C(C)OC(CC=1N=C(C2=C(N1)SC=C2C2=CC=CC=C2)NCC2=NC=CC=C2)=O ({5-phenyl-4-[(pyridin-2-ylmethyl)amino]thieno[2,3-d]pyrimidin-2-yl}acetic acid ethyl ester), resultant mixture. The solvent is O1CCCC1 (tetrahydrofuran). Reaction conditions: time 3 hour. The product is C1(=CC=CC=C1)C1=CSC=2N=C(N=C(C21)NCC2=NC=CC=C2)CCO (2-{5-phenyl-4-[(pyridin-2-ylmethyl)amino]thieno[2,3-d]pyrimidin-2-yl}ethanol). Yield: 55.6%. As a reaction SMILES: C([O:3][C:4](=O)[CH2:5][C:6]1[N:7]=[C:8]([NH:21][CH2:22][C:23]2[CH:28]=[CH:27][CH:26]=[CH:25][N:24]=2)[C:9]2[C:14]([C:15]3[CH:20]=[CH:19][CH:18]=[CH:17][CH:16]=3)=[CH:13][S:12][C:10]=2[N:11]=1)C.[H-].C([Al+]CC(C)C)C(C)C>O1CCCC1>[C:15]1([C:14]2[C:9]3[C:8]([NH:21][CH2:22][C:23]4[CH:28]=[CH:27][CH:26]=[CH:25][N:24]=4)=[N:7][C:6]([CH2:5][CH2:4][OH:3])=[N:11][C:10]=3[S:12][CH:13]=2)[CH:16]=[CH:17][CH:18]=[CH:19][CH:20]=1 |f:1.2|. Procedure details: A stirred solution of {5-phenyl-4-[(pyridin-2-ylmethyl)amino]thieno[2,3-d]pyrimidin-2-yl}acetic acid ethyl ester (0.10 g, 0.248 mmol) in anhydrous tetrahydrofuran (1 ml) was cooled in an ice-bath and treated, under a nitrogen atmosphere, with diisobutylaluminium hydride (1M solution in hexane, 1.04 ml, 1.04 mmol) over about 15 minutes. The reaction mixture was allowed to warm up and left to stir at ambient temperature for 3 hours. The resultant mixture was then cooled in an ice-bath and quenched... Reactants: [Al+3], [H-], [H-], [H-], [H-], [Li+], C1CCOC1, COC(=O)C1CCN(c2ccncc2)CC1. Product: OCC1CCN(c2ccncc2)CC1. Reaction SMILES: [Al+3:18].[H-:17].[H-:20].[H-:21].[H-:22].[Li+:19].[O:23]1[CH2:24][CH2:25][CH2:26][CH2:27]1.[n:1]1[cH:2][cH:3][c:4]([N:7]2[CH2:8][CH2:9][CH:10]([C:11](=[O:12])[O:13][CH3:14])[CH2:15][CH2:16]2)[cH:5][cH:6]1>>[n:1]1[cH:2][cH:3][c:4]([N:7]2[CH2:8][CH2:9][CH:10]([CH2:11][OH:12])[CH2:15][CH2:16]2)[cH:5][cH:6]1.